From a dataset of the Open Reaction Database (ORD), a public repository of structured organic reaction records. describe an organic reaction: reactants, conditions, products, and yield Starting materials: ClC=1C=C(OC2=CC=C(N)C=C2)C=CC1 (4-(3-chlorophenoxy)aniline), C(C1=CC=CC=C1)OC[C@@H](C(=O)O)NC(=O)OC(C)(C)C ((S)-3-(benzyloxy)-2-(tert-butoxycarbonylamino)propanoic acid). The product is N[C@H](C(=O)NC1=CC=C(C=C1)OC1=CC(=CC=C1)Cl)COCC1=CC=CC=C1 ((S)-2-amino-3-(benzyloxy)-N-(4-(3-chlorophenoxy)phenyl)propanamide). Yield: 90.0%. Reaction SMILES: [Cl:1][C:2]1[CH:3]=[C:4]([CH:13]=[CH:14][CH:15]=1)[O:5][C:6]1[CH:12]=[CH:11][C:9]([NH2:10])=[CH:8][CH:7]=1.[CH2:16]([O:23][CH2:24][C@H:25]([NH:29]C(OC(C)(C)C)=O)[C:26](O)=[O:27])[C:17]1[CH:22]=[CH:21][CH:20]=[CH:19][CH:18]=1>>[NH2:29][C@@H:25]([CH2:24][O:23][CH2:16][C:17]1[CH:22]=[CH:21][CH:20]=[CH:19][CH:18]=1)[C:26]([NH:10][C:9]1[CH:11]=[CH:12][C:6]([O:5][C:4]2[CH:13]=[CH:14][CH:15]=[C:2]([Cl:1])[CH:3]=2)=[CH:7][CH:8]=1)=[O:27]. Procedure details: Proceeding as in Reference 5, but substituting 4-(3-chlorophenoxy)aniline and (S)-3-(benzyloxy)-2-(tert-butoxycarbonylamino)propanoic acid, gave (S)-2-amino-3-(benzyloxy)-N-(4-(3-chlorophenoxy)phenyl)propanamide (349 mg, 90%). The product is Cc1ccc2c(n1)CCCC2(O)c1ccccc1. RXN SMILES: [Br:1][Mg:2][c:3]1[cH:4][cH:5][cH:6][cH:7][cH:8]1.[CH3:34][CH2:35][O:36][CH2:37][CH3:38].[Cl-:32].[NH4+:33].[NH:21]1[c:22]2[c:23]([cH:24][cH:25][cH:26][cH:27]2)[CH2:28][CH2:29][CH:30]1[CH3:31].[O:9]=[C:10]1[c:11]2[cH:12][cH:13][c:14]([CH3:20])[n:15][c:16]2[CH2:17][CH2:18][CH2:19]1>>[c:3]1([C:10]2([OH:9])[c:11]3[cH:12][cH:13][c:14]([CH3:20])[n:15][c:16]3[CH2:17][CH2:18][CH2:19]2)[cH:4][cH:5][cH:6][cH:7][cH:8]1. Reactants: Br[Mg]c1ccccc1, CCOCC, [Cl-], [NH4+], CC1CCc2ccccc2N1, Cc1ccc2c(n1)CCCC2=O. The reactants are CN(C)C(=O)Sc1ccc(-c2ccccc2)cc1, O=C(NC=CCl)c1c(F)cccc1F, ClCCl, O, O=S(=O)(O)O. Yields the product CN(C)C(=O)Sc1ccc(-c2ccc(C(CCl)NC(=O)c3c(F)cccc3F)cc2)cc1. RXN SMILES: [CH3:20][N:21]([C:22]([S:23][c:24]1[cH:25][cH:26][c:27](-[c:30]2[cH:31][cH:32][cH:33][cH:34][cH:35]2)[cH:28][cH:29]1)=[O:36])[CH3:37].[Cl:1][CH:2]=[CH:3][NH:4][C:5]([c:6]1[c:7]([F:13])[cH:8][cH:9][cH:10][c:11]1[F:12])=[O:14].[Cl:39][CH2:40][Cl:41].[OH2:38].[S:15](=[O:16])(=[O:17])([OH:18])[OH:19]>>[Cl:1][CH2:2][CH:3]([NH:4][C:5]([c:6]1[c:7]([F:13])[cH:8][cH:9][cH:10][c:11]1[F:12])=[O:14])[c:33]1[cH:32][cH:31][c:30](-[c:27]2[cH:26][cH:25][c:24]([S:23][C:22]([N:21]([CH3:20])[CH3:37])=[O:36])[cH:29][cH:28]2)[cH:35][cH:34]1. Reactants: COc1cc(Br)ccc1-n1cnc(C)c1, Nc1ccn(Cc2ccc(Cl)cc2)n1. Yields the product COc1cc(Nc2ccn(Cc3ccc(Cl)cc3)n2)ccc1-n1cnc(C)c1. Reaction SMILES: [Br:1][c:2]1[cH:3][c:4]([O:14][CH3:15])[c:5](-[n:8]2[cH:9][n:10][c:11]([CH3:13])[cH:12]2)[cH:6][cH:7]1.[Cl:16][c:17]1[cH:18][cH:19][c:20]([CH2:21][n:22]2[n:23][c:24]([NH2:27])[cH:25][cH:26]2)[cH:28][cH:29]1>>[c:2]1([NH:27][c:24]2[n:23][n:22]([CH2:21][c:20]3[cH:19][cH:18][c:17]([Cl:16])[cH:29][cH:28]3)[cH:26][cH:25]2)[cH:3][c:4]([O:14][CH3:15])[c:5](-[n:8]2[cH:9][n:10][c:11]([CH3:13])[cH:12]2)[cH:6][cH:7]1. Starting materials: CC1(CC(C(C(C1)=O)=CCNCC(C(=O)O)NC(=O)OCC1=CC=CC=2C3=CC=CC=C3CC12)=O)C (3-(4,4-dimethyl-2,6dioxocylohex-1-ylideneethyl)amino-2-(Fluorenylmethyloxycarbonyl)amino-propionic Acid), N1CCCCC1 (piperidine). Run in CN(C)C=O (DMF), CN(C)C=O (DMF). Conditions: time 20 minute. Product: NC(C(=O)O)CNCC=C1C(CC(CC1=O)(C)C)=O (2-Amino-3-(4,4-dimethyl-2,6-dioxocylohex-1-ylideneethyl)amino-propionic Acid). Reaction SMILES: [CH3:1][C:2]1([CH3:36])[CH2:7][C:6](=[O:8])[C:5](=[CH:9][CH2:10][NH:11][CH2:12][CH:13]([NH:17]C(OCC2C3CC4C(=CC=CC=4)C=3C=CC=2)=O)[C:14]([OH:16])=[O:15])[C:4](=[O:35])[CH2:3]1.N1CCCCC1>CN(C=O)C>[NH2:17][CH:13]([CH2:12][NH:11][CH2:10][CH:9]=[C:5]1[C:4](=[O:35])[CH2:3][C:2]([CH3:1])([CH3:36])[CH2:7][C:6]1=[O:8])[C:14]([OH:16])=[O:15]. Procedure: The resin prepared according to example 1 (7.085 g) in DMF was treated with 20% piperidine in DMF (40 mL) for 10 min and filtered. Another 40 mL portion of 20% piperidine in DMF was added to the resin and shaken at room temperature for 20 min. The resin was filtered and washed with DMF (3×40 mL), MeOH (3×40 mL) and DCM (3×40 mL). The resin was dried in vacuo. The reactants are C(O)([O-])=O.[Na+] (sodium hydrogen carbonate), COC=1C=C2C(=CC=NC2=CC1OC)OC1=CC=C(C=C1)N (6,7-Dimethoxy-4-(4-aminophenoxy)quinoline), FC1=C(N)C(=CC=C1F)F (2,3,6-trifluoroaniline), ClC(Cl)(OC(OC(Cl)(Cl)Cl)=O)Cl (triphosgene). Run in C1(=CC=CC=C1)C (toluene), C(C)N(CC)CC (triethylamine). Yields the product FC1=C(C(=CC=C1F)F)NC(=O)NC1=CC=C(C=C1)OC1=CC=NC2=CC(=C(C=C12)OC)OC (N-(2,3,6-Trifluorophenyl)-N'-{4-[(6,7-dimethoxy-4-quinolyl)oxy]phenyl}urea). The yield is 37.9%. RXN SMILES: [CH3:1][O:2][C:3]1[CH:4]=[C:5]2[C:10](=[CH:11][C:12]=1[O:13][CH3:14])[N:9]=[CH:8][CH:7]=[C:6]2[O:15][C:16]1[CH:21]=[CH:20][C:19]([NH2:22])=[CH:18][CH:17]=1.ClC(Cl)(O[C:27](=[O:33])OC(Cl)(Cl)Cl)Cl.[F:35][C:36]1[C:42]([F:43])=[CH:41][CH:40]=[C:39]([F:44])[C:37]=1[NH2:38].C(=O)([O-])O.[Na+]>C1(C)C=CC=CC=1.C(N(CC)CC)C>[F:35][C:36]1[C:42]([F:43])=[CH:41][CH:40]=[C:39]([F:44])[C:37]=1[NH:38][C:27]([NH:22][C:19]1[CH:18]=[CH:17][C:16]([O:15][C:6]2[C:5]3[C:10](=[CH:11][C:12]([O:13][CH3:14])=[C:3]([O:2][CH3:1])[CH:4]=3)[N:9]=[CH:8][CH:7]=2)=[CH:21][CH:20]=1)=[O:33] |f:3.4|. Reported procedure: 6,7-Dimethoxy-4-(4-aminophenoxy)quinoline (50 mg) was dissolved in toluene (5 ml) with heat, after the addition of triethylamine (1 ml), triphosgene (55 mg) was added, and the admixture was refluxed with heat for 3 minutes. 2,3,6-trifluoroaniline (53 mg) was added to the reaction mixture, and the admixture was refluxed with heat for 20 minutes. After the addition of aqueous sodium hydrogen carbonate, the reaction mixture was extracted 2 times with ethyl acetate, and the organic layer was then wa... Starting materials: CCOC(=O)c1c(Cl)c2ccc(C)nc2n(CC)c1=O, CCNCC, CCO. The product is CCOC(=O)c1c(N(CC)CC)c2ccc(C)nc2n(CC)c1=O. RXN SMILES: [CH2:1]([CH3:2])[O:3][C:4](=[O:5])[c:6]1[c:7](=[O:20])[n:8]([CH2:18][CH3:19])[c:9]2[n:10][c:11]([CH3:17])[cH:12][cH:13][c:14]2[c:15]1[Cl:16].[CH2:21]([CH3:22])[NH:23][CH2:24][CH3:25].[CH3:26][CH2:27][OH:28]>>[CH2:1]([CH3:2])[O:3][C:4](=[O:5])[c:6]1[c:7](=[O:20])[n:8]([CH2:18][CH3:19])[c:9]2[n:10][c:11]([CH3:17])[cH:12][cH:13][c:14]2[c:15]1[N:23]([CH2:21][CH3:22])[CH2:24][CH3:25]. Reactants: [Br-], O=C(Cl)Oc1ccc(Oc2ccc(C(F)(F)F)cn2)cc1, FC(F)(F)Oc1ccc(CN2CC3CC2CN3)cc1, [K+]. Yields the product O=C(Oc1ccc(Oc2ccc(C(F)(F)F)cn2)cc1)N1CC2CC1CN2Cc1ccc(OC(F)(F)F)cc1, Cl. As a reaction SMILES: [Br-:41].[Cl:1][C:2](=[O:3])[O:4][c:5]1[cH:6][cH:7][c:8]([O:11][c:12]2[n:13][cH:14][c:15]([C:18]([F:19])([F:20])[F:21])[cH:16][cH:17]2)[cH:9][cH:10]1.[F:22][C:23]([O:24][c:25]1[cH:26][cH:27][c:28]([CH2:29][N:30]2[CH:31]3[CH2:32][NH:33][CH:34]([CH2:35]2)[CH2:36]3)[cH:37][cH:38]1)([F:39])[F:40].[K+:42]>>[C:2](=[O:3])([O:4][c:5]1[cH:6][cH:7][c:8]([O:11][c:12]2[n:13][cH:14][c:15]([C:18]([F:19])([F:20])[F:21])[cH:16][cH:17]2)[cH:9][cH:10]1)[N:33]1[CH2:32][CH:31]2[N:30]([CH2:29][c:28]3[cH:27][cH:26][c:25]([O:24][C:23]([F:22])([F:39])[F:40])[cH:38][cH:37]3)[CH2:35][CH:34]1[CH2:36]2.[ClH:1]. Starting materials: O([K])C#N (KOCN), C(C)OC(C(C)NC1=CC(=C(C=C1)Br)C)=O (2-(4-bromo-3-methyl-phenylamino)-propionic acid ethyl ester), O([K])C#N (KOCN), CC(=O)O (AcOH). Run in CCO (EtOH), O (H2O), O (H2O). Reaction conditions: temperature 60 celsius, time 11 hour. Product: BrC1=C(C=C(C=C1)N1C(NC(C1C)=O)=O)C (1-(4-bromo-3-methyl-phenyl)-5-methyl-imidazolidine-2,4-dione). RXN SMILES: [O:1]([C:3]#[N:4])[K].C(O[C:8](=[O:20])[CH:9]([NH:11][C:12]1[CH:17]=[CH:16][C:15]([Br:18])=[C:14]([CH3:19])[CH:13]=1)[CH3:10])C.CC(O)=O>CCO.O>[Br:18][C:15]1[CH:16]=[CH:17][C:12]([N:11]2[CH:9]([CH3:10])[C:8](=[O:20])[NH:4][C:3]2=[O:1])=[CH:13][C:14]=1[CH3:19]. Procedure: KOCN (326 mg, 4.02 mmol) was added to a mixed solution of 2-(4-bromo-3-methyl-phenylamino)-propionic acid ethyl ester (383 mg, 1.34 mmol) in EtOH (5.30 mL) and H2O (2.68 mL). The mixture was stirred at room temperature for three hours and at 60° C. for 11 hours, and AcOH (1 mL) was then added, followed by further stirring for two hours. KOCN (163 mg, 2.01 mmol) was added, followed by further stirring for three hours. The reaction solution was cooled. H2O (50 mL) was added to the reaction solutio...